From a dataset of the Open Reaction Database (ORD), a public repository of structured organic reaction records. describe an organic reaction: reactants, conditions, products, and yield Reaction conditions: time 15 minute. Yield: 22.4%. Yields the product CN(CCCN1C=C(C=2C1=NC=CC2)C=2C(NC(C2C2=CC=CC1=CC=CC=C21)=O)=O)C (3-[1-[3-(dimethylamino)propyl]-1H-pyrrolo[2,3-b]pyridin-3-yl]-4-(1-naphthalenyl)-1H-pyrrole-2,5-dione). Procedure: To a solution of Compound 3 (25 mg, 0.063 mmol) in THF (5 mL) was added pyridine (24.9 mg, 0.315 mmol). The mixture was stirred at room temperature for 15 min and then methanesulfonic anhydride (43.9 mg, 0.25 mmol) was added and the mixture was heated to 50° C. for 2 h. TLC and mass spectra shown the formation of Compound 4a. To the crude product was added excess 1.0 M solution of dimethylamine in THF (1 mL). The mixture was heated from 50 to 65° C. overnight. The solvent was concentrated in vac... The reactants are OCCCN1C=C(C=2C1=NC=CC2)C=2C(NC(C2C2=CC=CC1=CC=CC=C21)=O)=O (3-[1-(3-hydroxypropyl)-1H-pyrrolo[2,3-b]pyridin-3-yl]-4-(1-naphthalenyl)-1H-pyrrole-2,5-dione), N1=CC=CC=C1 (pyridine), Compound 4a, crude product, solution, CNC (dimethylamine), CS(=O)(=O)OS(=O)(=O)C (methanesulfonic anhydride). Solvent: C1CCOC1 (THF), C1CCOC1 (THF). RXN SMILES: O[CH2:2][CH2:3][CH2:4][N:5]1[C:9]2=[N:10][CH:11]=[CH:12][CH:13]=[C:8]2[C:7]([C:14]2[C:15](=[O:30])[NH:16][C:17](=[O:29])[C:18]=2[C:19]2[C:28]3[C:23](=[CH:24][CH:25]=[CH:26][CH:27]=3)[CH:22]=[CH:21][CH:20]=2)=[CH:6]1.[N:31]1[CH:36]=CC=C[CH:32]=1.CS(OS(C)(=O)=O)(=O)=O.CNC>C1COCC1>[CH3:32][N:31]([CH3:36])[CH2:2][CH2:3][CH2:4][N:5]1[C:9]2=[N:10][CH:11]=[CH:12][CH:13]=[C:8]2[C:7]([C:14]2[C:15](=[O:30])[NH:16][C:17](=[O:29])[C:18]=2[C:19]2[C:28]3[C:23](=[CH:24][CH:25]=[CH:26][CH:27]=3)[CH:22]=[CH:21][CH:20]=2)=[CH:6]1. Run at time 1 hour. Reported procedure: A suspension of 10 g of 2-cyanoamino-4,6-dimethylpyrimidine in 50 ml of pyridine was saturated with hydrogen sulfide and stored for 1 hour at 25°. The H2S treatment was repeated twice more, and the mixture was allowed to stir at 25° for 16 hours. Methylene chloride was added, and the product was filtered and washed with methylene chloride to afford 8 g of 4,6-dimethylpyrimidin-2-yl thiourea, m.p. >260°. IR (Nujol) 3280, 3180, 3120, 1610 cm-1. The product is CC1=NC(=NC(=C1)C)NC(=S)N (4,6-dimethylpyrimidin-2-yl thiourea). Reactants: C(Cl)Cl (Methylene chloride), C(#N)NC1=NC(=CC(=N1)C)C (2-cyanoamino-4,6-dimethylpyrimidine), S (H2S), S (hydrogen sulfide). Run in N1=CC=CC=C1 (pyridine). RXN SMILES: [C:1]([NH:3][C:4]1[N:9]=[C:8]([CH3:10])[CH:7]=[C:6]([CH3:11])[N:5]=1)#[N:2].[SH2:12].C(Cl)Cl>N1C=CC=CC=1>[CH3:10][C:8]1[CH:7]=[C:6]([CH3:11])[N:5]=[C:4]([NH:3][C:1]([NH2:2])=[S:12])[N:9]=1. The solvent is C(Cl)(Cl)Cl (chloroform). Procedure: Reaction of (S)-(-)-2-nitro-1-(2-oxiranylmethyl)-1H-imidazole with 1H--aziridine as described in Example 1(e) gives the product, mp 119.5°-121° C. [α]D24 =-28.7° [c1.15, chloroform]. Starting materials: [N+](=O)([O-])C=1N(C=CN1)C[C@@H]1OC1 ((S)-(-)-2-nitro-1-(2-oxiranylmethyl)-1H-imidazole), N1CC1 (aziridine). Product: N1(CC1)C[C@H](CN1C(=NC=C1)[N+](=O)[O-])O ((R)-(-)-α-(1-Aziridinylmethyl)-2-nitro-1H-imidazole-1-ethanol). Reaction SMILES: [N+:1]([C:4]1[N:5]([CH2:9][C@H:10]2[CH2:12][O:11]2)[CH:6]=[CH:7][N:8]=1)([O-:3])=[O:2].[NH:13]1[CH2:15][CH2:14]1>C(Cl)(Cl)Cl>[N:13]1([CH2:12][C@@H:10]([OH:11])[CH2:9][N:5]2[CH:6]=[CH:7][N:8]=[C:4]2[N+:1]([O-:3])=[O:2])[CH2:15][CH2:14]1. Starting materials: N[C@@H](CCC(O)=O)C(=O)N[C@@H](CCC(=O)O)C(=O)O (α-glutamylglutamic acid), C(CCCCCCCCCCCCCCCCC)(=O)Cl (stearoyl chloride). Product: C(CCCCCCCCCCCCCCCCC)(=O)N[C@@H](CCC(O)=O)C(=O)N[C@@H](CCC(=O)O)C(=O)O (N-(N'-stearoyl-α-glutamyl)glutamic acid). The yield is 89.3%. As a reaction SMILES: [NH2:1][C@H:2]([C:8]([NH:10][C@H:11]([C:17]([OH:19])=[O:18])[CH2:12][CH2:13][C:14]([OH:16])=[O:15])=[O:9])[CH2:3][CH2:4][C:5](=[O:7])[OH:6].[C:20](Cl)(=[O:38])[CH2:21][CH2:22][CH2:23][CH2:24][CH2:25][CH2:26][CH2:27][CH2:28][CH2:29][CH2:30][CH2:31][CH2:32][CH2:33][CH2:34][CH2:35][CH2:36][CH3:37]>>[C:20]([NH:1][C@H:2]([C:8]([NH:10][C@H:11]([C:17]([OH:19])=[O:18])[CH2:12][CH2:13][C:14]([OH:16])=[O:15])=[O:9])[CH2:3][CH2:4][C:5](=[O:6])[OH:7])(=[O:38])[CH2:21][CH2:22][CH2:23][CH2:24][CH2:25][CH2:26][CH2:27][CH2:28][CH2:29][CH2:30][CH2:31][CH2:32][CH2:33][CH2:34][CH2:35][CH2:36][CH3:37]. Reported procedure: Production Example 1 was repeated using 20.0 g (0.072 mols) of α-glutamylglutamic acid and 21.9 g (0.072 mols)of stearoyl chloride to give 34.9 g of N-(N'-stearoyl-α-glutamyl)glutamic acid in a yield of 89%. This solid was analyzed by infrared spectrophotometry. A peak diagnostic of an amide group was observed at 1,650 cm-1 and a peak diagnostic of a carboxyl group was observed at 1,730 cm-1, respectively. The reactants are C(C)[C@@H](C(=O)[O-])S(=O)(=NC(=O)C=1C=NC=C(C1)C#CC1=CC(=CC=C1)NC(=O)C=1OC=CC1C)C1=CC=CC=C1 ((S)-Ethyl(N-{[5-({3-[(3-methyl-2-furoyl)amino]phenyl}ethynyl)pyridin-3-yl]carbonyl}-S-phenylsulfonimidoyl)acetate), CN (methylamine). The product is CNC(C[S@@](=NC(C1=CN=CC(=C1)C#CC1=CC(=CC=C1)NC(=O)C=1OC=CC1C)=O)(C1=CC=CC=C1)=O)=O ((S)-N-{[2-(methylamino)-2-oxoethyl](oxido)phenyl--sulfanylidene}-5-({3-[(3-methyl-2-furoyl)amino]phenyl}ethynyl)nicotinamide). As a reaction SMILES: C([C@H:3]([S:7]([C:35]1[CH:40]=[CH:39][CH:38]=[CH:37][CH:36]=1)(=[N:9][C:10]([C:12]1[CH:13]=[N:14][CH:15]=[C:16]([C:18]#[C:19][C:20]2[CH:25]=[CH:24][CH:23]=[C:22]([NH:26][C:27]([C:29]3[O:30][CH:31]=[CH:32][C:33]=3[CH3:34])=[O:28])[CH:21]=2)[CH:17]=1)=[O:11])=[O:8])[C:4]([O-:6])=O)C.[CH3:41][NH2:42]>>[CH3:41][NH:42][C:4](=[O:6])[CH2:3][S@:7](=[O:8])([C:35]1[CH:36]=[CH:37][CH:38]=[CH:39][CH:40]=1)=[N:9][C:10](=[O:11])[C:12]1[CH:17]=[C:16]([C:18]#[C:19][C:20]2[CH:25]=[CH:24][CH:23]=[C:22]([NH:26][C:27]([C:29]3[O:30][CH:31]=[CH:32][C:33]=3[CH3:34])=[O:28])[CH:21]=2)[CH:15]=[N:14][CH:13]=1. Procedure details: In a manner similar to that described in Example 534, (S)-Ethyl(N-{[5-({3-[(3-methyl-2-furoyl)amino]phenyl}ethynyl)pyridin-3-yl]carbonyl}-S-phenylsulfonimidoyl)acetate and methylamine were reacted to give the title compound.